The task is: describe an organic reaction: reactants, conditions, products, and yield. This data is from the Open Reaction Database (ORD), a public repository of structured organic reaction records. Reactants: CC1=CC=C(C=C1)CCCCC1=C(C=CC=C1)O (2-[4-(4-methylphenyl)butyl]phenol), CC(C)([O-])C.[K+] (potassium t-butoxide), C(Br)C1CO1 (epibromohydrin). Run in CC(=O)N(C)C (dimethylacetamide). Yields the product CC1=CC=C(C=C1)CCCCC1=C(OCC2OC2)C=CC=C1 (2-{2-[4-(4-Methylphenyl)butyl]phenoxymethyl}-oxirane). Yield: 73.0%. RXN SMILES: [CH3:1][C:2]1[CH:7]=[CH:6][C:5]([CH2:8][CH2:9][CH2:10][CH2:11][C:12]2[CH:17]=[CH:16][CH:15]=[CH:14][C:13]=2[OH:18])=[CH:4][CH:3]=1.[CH3:19][C:20](C)([O-:22])[CH3:21].[K+].C(C1OC1)Br>CC(N(C)C)=O>[CH3:1][C:2]1[CH:3]=[CH:4][C:5]([CH2:8][CH2:9][CH2:10][CH2:11][C:12]2[CH:17]=[CH:16][CH:15]=[CH:14][C:13]=2[O:18][CH2:19][CH:20]2[CH2:21][O:22]2)=[CH:6][CH:7]=1 |f:1.2|. Reported procedure: Following a procedure similar to that described in Example 1(a), 0.70 g of 2-[4-(4-methylphenyl)butyl]phenol (prepared as described in Preparation 6), 0.33 g of potassium t-butoxide and 0.8 g of epibromohydrin were reacted in 40 ml of dimethylacetamide. The crude product, extracted as described in Example 1(a), was purified as described in Example 1(a), to give 0.63 g (yield 73%) of the title compound as a colorless oil. Starting materials: FC1=C(C=CC(=C1)F)N1C=C(C(C2=CC(=C(C(=C12)F)F)F)=O)C(=O)O (1-(2,4-difluorophenyl)-6,7,8-trifluoro-1,4- dihydro-4-oxoquinoline-3-carboxylic acid), ClC1=C2CNCC2=CC=C1 (4-chloroisoindoline), C1CCC2=NCCCN2CC1 (DBU). Run in CN(C)C=O (DMF). Yields the product ClC1=C2CN(CC2=CC=C1)C1=C(C=C2C(C(=CN(C2=C1F)C1=C(C=C(C=C1)F)F)C(=O)O)=O)F (7-(4-chloro-2-isoindolinyl)-1-(2,4-difluorophenyl)-6,8- difluoro-1,4-dihydro-4-oxoquinoline-3-carboxylic acid). Yield: 24.5%. RXN SMILES: [F:1][C:2]1[CH:7]=[C:6]([F:8])[CH:5]=[CH:4][C:3]=1[N:9]1[C:18]2[C:13](=[CH:14][C:15]([F:21])=[C:16](F)[C:17]=2[F:19])[C:12](=[O:22])[C:11]([C:23]([OH:25])=[O:24])=[CH:10]1.[Cl:26][C:27]1[CH:35]=[CH:34][CH:33]=[C:32]2[C:28]=1[CH2:29][NH:30][CH2:31]2.C1CCN2C(=NCCC2)CC1>CN(C=O)C>[Cl:26][C:27]1[CH:35]=[CH:34][CH:33]=[C:32]2[C:28]=1[CH2:29][N:30]([C:16]1[C:17]([F:19])=[C:18]3[C:13]([C:12](=[O:22])[C:11]([C:23]([OH:25])=[O:24])=[CH:10][N:9]3[C:3]3[CH:4]=[CH:5][C:6]([F:8])=[CH:7][C:2]=3[F:1])=[CH:14][C:15]=1[F:21])[CH2:31]2. Procedure: 178 mg of 1-(2,4-difluorophenyl)-6,7,8-trifluoro-1,4- dihydro-4-oxoquinoline-3-carboxylic acid, 89 mg of 4-chloroisoindoline, 137 mg of DBU, and 1.5 ml of anhydrous DMF were processed in the same manner as in Example 20 to produce 60 mg of the target compound. Yield: 89.0%. Starting materials: C1(CC1)[C@@H]([C@H](C(=O)OC)O)NC(=O)OC(C)(C)C (methyl (2R,3S)-3-cyclopropyl-3-tert-butoxycarbonylamino-2-hydroxypropionate), C(=C)(C)OC (isopropenylmethylether), [NH+]1=CC=CC=C1.C1(=CC=C(C=C1)S(=O)(=O)[O-])C (p-toluenesulfonic acid pyridinium salt), C(=C)(C)OC (isopropenylmethylether). Product: C(C)(C)(C)OC(=O)N1C(O[C@H]([C@@H]1C1CC1)C(=O)OC)(C)C (methyl (4S,5R)-3-tert-butoxycarbonyl-2,2-dimethyl-4-cyclopropyl-5-oxazolidinecarboxylate). As a reaction SMILES: [CH:1]1([C@H:4]([NH:11][C:12]([O:14][C:15]([CH3:18])([CH3:17])[CH3:16])=[O:13])[C@@H:5]([OH:10])[C:6]([O:8][CH3:9])=[O:7])[CH2:3][CH2:2]1.[C:19](OC)([CH3:21])=[CH2:20].[NH+]1C=CC=CC=1.C1(C)C=CC(S([O-])(=O)=O)=CC=1>C1C=CC=CC=1>[C:15]([O:14][C:12]([N:11]1[C@@H:4]([CH:1]2[CH2:3][CH2:2]2)[C@H:5]([C:6]([O:8][CH3:9])=[O:7])[O:10][C:19]1([CH3:21])[CH3:20])=[O:13])([CH3:18])([CH3:17])[CH3:16] |f:2.3|. The solvent is C1=CC=CC=C1 (benzene). Conditions: time 1 hour. Procedure details: To a solution of 2.63 g of methyl (2R,3S)-3-cyclopropyl-3-tert-butoxycarbonylamino-2-hydroxypropionate in 60 ml of benzene are added 1.94 ml of isopropenylmethylether and 0.25 g of p-toluenesulfonic acid pyridinium salt. The mixture is stirred at room temperature for one hour, and then refluxed for 40 minutes. After the mixture is cooled, 1.94 ml of isopropenylmethylether is added to the reaction mixture. The mixture is stirred at room temperature for 10 minutes, refluxed for 40 minutes, and eva... Reactants: C[Si](N[Si](C)(C)C)(C)C (1,1,1,3,3,3-hexamethyldisilazane), C(C)(C)N(CC)C(C)C (diisopropylethylamine), CC1=CC=C(C=C1)N1CCN(CC1)CCC1OCCC2=CC(=CC=C12)Br (1-(4-Methylphenyl)-4-[2-(6-bromoisochroman-1-yl)ethyl]piperazine), C1(=CC=CC=C1)P(CCCP(C1=CC=CC=C1)C1=CC=CC=C1)C1=CC=CC=C1 (1,3-bis-diphenylphosphinopropane), [C]=O (Carbon monoxide). Reagents/catalysts: C(C)(=O)[O-].[Pd+2].C(C)(=O)[O-] (palladium acetate). The solvent is CN(C)C=O (DMF), C(Cl)Cl (methylene chloride). Yields the product CC1=CC=C(C=C1)N1CCN(CC1)CCC1OCCC2=CC(=CC=C12)C(=O)N (1-(4-Methylphenyl)-4-[2-(6-aminocarbonylisochroman-1-yl)ethyl]piperazine). Reaction SMILES: [CH3:1][C:2]1[CH:7]=[CH:6][C:5]([N:8]2[CH2:13][CH2:12][N:11]([CH2:14][CH2:15][CH:16]3[C:25]4[C:20](=[CH:21][C:22](Br)=[CH:23][CH:24]=4)[CH2:19][CH2:18][O:17]3)[CH2:10][CH2:9]2)=[CH:4][CH:3]=1.C1(P(C2C=CC=CC=2)CCCP(C2C=CC=CC=2)C2C=CC=CC=2)C=CC=CC=1.[C]=[O:57].C[Si](C)(C)N[Si](C)(C)C.C([N:70]([CH:73](C)C)CC)(C)C>C([O-])(=O)C.[Pd+2].C([O-])(=O)C.C(Cl)Cl.CN(C=O)C>[CH3:1][C:2]1[CH:7]=[CH:6][C:5]([N:8]2[CH2:13][CH2:12][N:11]([CH2:14][CH2:15][CH:16]3[C:25]4[C:20](=[CH:21][C:22]([C:73]([NH2:70])=[O:57])=[CH:23][CH:24]=4)[CH2:19][CH2:18][O:17]3)[CH2:10][CH2:9]2)=[CH:4][CH:3]=1 |f:5.6.7,^3:55|. Procedure details: An oven dried 5 ml micro vial, equipped with a Claisen condenser, water cooled condenser, and hose adapter, is charged with 1-(4-methylphenyl)-4-[2-(6-bromoisochroman-1-yl)-ethyl]piperazine (CXXVI, EXAMPLE 127, 103 mg, 0.25 mmol), palladium acetate (98%, 2.9 mg, 0.012 mmol) and 1,3-bis-diphenylphosphinopropane (97%, 6.4 mg, 0.015 mmol). Carbon monoxide atmosphere is established in the vial. To the reaction vessel is introduced via syringe DMF (0.62 ml), 1,1,1,3,3,3-hexamethyldisilazane (98%, 0.3... Reported procedure: Compound CC-12 (0.86 g, 2 mmole) was dissolved in anhydrous tetrahydrofuran (30 ml), and to the solution was added successively with DIPEA (1 ml, 6 mmole) and piperidine (0.79 ml, 8 mmole) under stirring for 5 to 10 minutes. This mixture was heated under reflux for 16 hours. After the completion of the reaction, the mixture was filtered, and the filtrate was concentrated by reduced pressure concentrator (such as Vacuum Evaporator). The residue was extracted with ethyl acetate for several times. ... The product is O=C1C2=CC=CC=C2C(C=2C=CC(=C(C12)NC(C1=CC=C(C=C1)C)=O)NC(CN1CCCCC1)=O)=O (N-(9,10-dioxo-2-(2-(piperidin-1-yl)acetamido)-9,10-dihydroanthracen-1-yl)-4-methylbenzamide). The yield is 43.0%. Reaction conditions: time 7.5 minute. The solvent is O1CCCC1 (tetrahydrofuran), CCCCCC (n-hexane), CCO (EtOH). Reaction SMILES: [CH3:1][C:2]1[CH:31]=[CH:30][C:5]([C:6]([NH:8][C:9]2[C:22]3[C:21](=[O:23])[C:20]4[C:15](=[CH:16][CH:17]=[CH:18][CH:19]=4)[C:14](=[O:24])[C:13]=3[CH:12]=[CH:11][C:10]=2[NH:25][C:26](=[O:29])[CH2:27]Cl)=[O:7])=[CH:4][CH:3]=1.CCN(C(C)C)C(C)C.[NH:41]1[CH2:46][CH2:45][CH2:44][CH2:43][CH2:42]1.C(OCC)(=O)C>O1CCCC1.CCO.CCCCCC>[O:23]=[C:21]1[C:22]2[C:9]([NH:8][C:6](=[O:7])[C:5]3[CH:30]=[CH:31][C:2]([CH3:1])=[CH:3][CH:4]=3)=[C:10]([NH:25][C:26](=[O:29])[CH2:27][N:41]3[CH2:46][CH2:45][CH2:44][CH2:43][CH2:42]3)[CH:11]=[CH:12][C:13]=2[C:14](=[O:24])[C:15]2[C:20]1=[CH:19][CH:18]=[CH:17][CH:16]=2. The reactants are C(C)(=O)OCC (ethyl acetate), CCN(C(C)C)C(C)C (DIPEA), N1CCCCC1 (piperidine), CC1=CC=C(C(=O)NC2=C(C=CC=3C(C4=CC=CC=C4C(C23)=O)=O)NC(CCl)=O)C=C1 (1-(4-methylbenzamido)-2-(chloroacetamido)-anthraquinone). The reactants are [Al+3], O=C1CCC(=O)O1, COc1cccc(C2CCCCC2)c1, [Cl-], [Cl-], [Cl-], ClCC(Cl)(Cl)Cl, Cl, O=[N+]([O-])c1ccccc1. The product is COc1cc(C2CCCCC2)ccc1C(=O)CCC(=O)O. RXN SMILES: [Al+3:2].[C:19]1(=[O:25])[CH2:20][CH2:21][C:22](=[O:23])[O:24]1.[CH:5]1([c:11]2[cH:12][c:13]([O:17][CH3:18])[cH:14][cH:15][cH:16]2)[CH2:6][CH2:7][CH2:8][CH2:9][CH2:10]1.[Cl-:1].[Cl-:3].[Cl-:4].[Cl:36][CH2:37][C:38]([Cl:39])([Cl:40])[Cl:41].[ClH:35].[O-:26][N+:27]([c:28]1[cH:29][cH:30][cH:31][cH:32][cH:33]1)=[O:34]>>[CH:5]1([c:11]2[cH:12][c:13]([O:17][CH3:18])[c:14]([C:19]([CH2:20][CH2:21][C:22](=[O:23])[OH:24])=[O:25])[cH:15][cH:16]2)[CH2:6][CH2:7][CH2:8][CH2:9][CH2:10]1. Reactants: FC1=CC=C(C=C1)C=1OC2=C(C1C(=O)NC)C=C(C=C2)C2=C(C=CC(=C2)C(NC2(CC2)C(NO)=N)=O)C (2-(4-fluorophenyl)-5-(5-(1-(N-hydroxycarbamimidoyl)cyclopropylcarbamoyl)-2-methylphenyl)-N-methylbenzofuran-3-carboxamide), N1=CC=CC=C1 (pyridine), C(C)(=O)Cl (acetyl chloride). Solvent: CO (MeOH). Run at temperature 115 celsius, time 2 hour. Yields the product FC1=CC=C(C=C1)C=1OC2=C(C1C(=O)NC)C=C(C=C2)C2=C(C=CC(=C2)C(NC2(CC2)C2=NOC(=N2)C)=O)C (2-(4-Fluorophenyl)-N-methyl-5-(2-methyl-5-(1-(5-methyl-1,2,4-oxadiazol-3-yl)cyclopropylcarbamoyl)phenyl)benzofuran-3-carboxamide). Reaction SMILES: [F:1][C:2]1[CH:7]=[CH:6][C:5]([C:8]2[O:9][C:10]3[CH:20]=[CH:19][C:18]([C:21]4[CH:26]=[C:25]([C:27](=[O:36])[NH:28][C:29]5([C:32](=[NH:35])[NH:33][OH:34])[CH2:31][CH2:30]5)[CH:24]=[CH:23][C:22]=4[CH3:37])=[CH:17][C:11]=3[C:12]=2[C:13]([NH:15][CH3:16])=[O:14])=[CH:4][CH:3]=1.N1C=CC=[CH:40][CH:39]=1.C(Cl)(=O)C>CO>[F:1][C:2]1[CH:7]=[CH:6][C:5]([C:8]2[O:9][C:10]3[CH:20]=[CH:19][C:18]([C:21]4[CH:26]=[C:25]([C:27](=[O:36])[NH:28][C:29]5([C:32]6[N:35]=[C:39]([CH3:40])[O:34][N:33]=6)[CH2:30][CH2:31]5)[CH:24]=[CH:23][C:22]=4[CH3:37])=[CH:17][C:11]=3[C:12]=2[C:13]([NH:15][CH3:16])=[O:14])=[CH:4][CH:3]=1. Reported procedure: To a mixture of 2-(4-fluorophenyl)-5-(5-(1-(N-hydroxycarbamimidoyl)cyclopropylcarbamoyl)-2-methylphenyl)-N-methylbenzofuran-3-carboxamide (46.5 mg, 0.093 mmol, crude) in pyridine (0.5 mL, 6.18 mmol) at r.t. under N2 was added acetyl chloride (0.020 mL, 0.279 mmol). The mixture was stirred at 115° C. for 2 hours. The mixture was cooled to r.t., diluted with MeOH and purified by Shimadzu-VP preparative reverse phase HPLC using the separation method: Solvent A=10% MeOH-90% H2O-0.1% TFA, Solvent B=9... Starting materials: Cl.C(C)(C)N1N=C(N=C1C1=CN2CCOC3=C(C2=N1)C=CC(=C3)C3CCNCC3)C (2-(2-isopropyl-5-methyl-2H-[1,2,4]triazol-3-yl)-8-piperidin-4-yl-4,5-dihydro-6-oxa-1,3a-diaza-benzo[e]azulene hydrochloride), TEA, CN(C(CCl)=O)C (N,N-dimethyl-2-chloroacetamide). Reagents/catalysts: CCCC[N+](CCCC)(CCCC)CCCC.[I-] (TBAI). Solvent: C(Cl)Cl (DCM). The product is C(C)(C)N1N=C(N=C1C=1N=C2N(CCOC3=C2C=CC(=C3)C3CCN(CC3)CC(=O)N(C)C)C1)C (2-(4-(2-(1-isopropyl-3-methyl-1H-1,2,4-triazol-5-yl)-5,6-dihydrobenzo[f]imidazo[1,2-d][1,4]oxazepin-9-yl)piperidin-1-yl)-N,N-dimethylacetamide). The yield is 37.5%. As a reaction SMILES: Cl.[CH:2]([N:5]1[C:9]([C:10]2[N:19]=[C:18]3[N:12]([CH2:13][CH2:14][O:15][C:16]4[CH:23]=[C:22]([CH:24]5[CH2:29][CH2:28][NH:27][CH2:26][CH2:25]5)[CH:21]=[CH:20][C:17]=43)[CH:11]=2)=[N:8][C:7]([CH3:30])=[N:6]1)([CH3:4])[CH3:3].[CH3:31][N:32]([CH3:37])[C:33](=[O:36])[CH2:34]Cl>C(Cl)Cl.CCCC[N+](CCCC)(CCCC)CCCC.[I-]>[CH:2]([N:5]1[C:9]([C:10]2[N:19]=[C:18]3[C:17]4[CH:20]=[CH:21][C:22]([CH:24]5[CH2:29][CH2:28][N:27]([CH2:34][C:33]([N:32]([CH3:37])[CH3:31])=[O:36])[CH2:26][CH2:25]5)=[CH:23][C:16]=4[O:15][CH2:14][CH2:13][N:12]3[CH:11]=2)=[N:8][C:7]([CH3:30])=[N:6]1)([CH3:4])[CH3:3] |f:0.1,4.5|. Procedure details: A suspension of 2-(2-isopropyl-5-methyl-2H-[1,2,4]triazol-3-yl)-8-piperidin-4-yl-4,5-dihydro-6-oxa-1,3a-diaza-benzo[e]azulene hydrochloride (310 mg, 0.72 mmol) in DCM (6 mL) and TEA (0.3 mL, 2.16 mmol) was sonicated and stirred before adding N,N-dimethyl-2-chloroacetamide (98 mg, 0.8 mmol) and TBAI (28 mg, 0.072 mmol) and the reaction mixture stirred for 72 h at RT before being concentrated in vacuo. The resultant residue was partitioned between water and DCM and the aqueous extracted five times... The reactants are ClC1=C(C=NC2=CC(=C(C=C12)OC)OC)C#N (4-chloro-6,7-dimethoxy-3-quinolinecarbonitrile), CNC1=CC=CC=C1 (N-methylaniline), C(C)OC(C)O (ethoxyethanol). Solvent: N1=CC=CC=C1 (pyridine). The product is CC1=C(C=CC=C1)NC1=C(C=NC2=CC(=C(C=C12)OC)OC)C#N (4-[(methylphenyl)amino]-6,7-dimethoxy-3-quinolinecarbonitrile). RXN SMILES: Cl[C:2]1[C:11]2[C:6](=[CH:7][C:8]([O:14][CH3:15])=[C:9]([O:12][CH3:13])[CH:10]=2)[N:5]=[CH:4][C:3]=1[C:16]#[N:17].C[NH:19][C:20]1[CH:25]=[CH:24][CH:23]=[CH:22][CH:21]=1.[CH2:26](OC(O)C)C>N1C=CC=CC=1>[CH3:26][C:21]1[CH:22]=[CH:23][CH:24]=[CH:25][C:20]=1[NH:19][C:2]1[C:11]2[C:6](=[CH:7][C:8]([O:14][CH3:15])=[C:9]([O:12][CH3:13])[CH:10]=2)[N:5]=[CH:4][C:3]=1[C:16]#[N:17]. Reported procedure: A mixture of 0.86 g of 4-chloro-6,7-dimethoxy-3-quinolinecarbonitrile, 0.86 g of N-methylaniline, 0.32 ml of pyridine, and 12 ml of ethoxyethanol was stirred, under nitrogen, at reflux temperature for 24 h. The mixture was cooled and partitioned with dichloromethane and aqueous sodium bicarbonate. The organic layer was washed with water, dried and evaporated. The residue was recrystallized from ethyl acetate-hexanes to give 0.54 g of 4-[(methylphenyl)amino]-6,7-dimethoxy-3-quinolinecarbonitrile ... Starting materials: C(C)NC1=CC=CC=C1 (N-ethylaniline), BrC(C)CCCCC (2-bromoheptane). The product is C(C)N(C1=CC=CC=C1)C(CCCCC)C (N-Ethyl-N-(1-methylhexyl)aniline). As a reaction SMILES: [CH2:1]([NH:3][C:4]1[CH:9]=[CH:8][CH:7]=[CH:6][CH:5]=1)[CH3:2].Br[CH:11]([CH2:13][CH2:14][CH2:15][CH2:16][CH3:17])[CH3:12]>>[CH2:1]([N:3]([CH:11]([CH3:12])[CH2:13][CH2:14][CH2:15][CH2:16][CH3:17])[C:4]1[CH:9]=[CH:8][CH:7]=[CH:6][CH:5]=1)[CH3:2]. Reported procedure: N-Ethyl-N-(1-methylhexyl)aniline was prepared from N-ethylaniline and 2-bromoheptane using the same method as in Example 3i).